This data is from the Open Reaction Database (ORD), a public repository of structured organic reaction records. The task is: describe an organic reaction: reactants, conditions, products, and yield Starting materials: O1N=CC(=C1)C1=NC(=NC=C1)SC (4-(isoxazol-4-yl)-2-(methylthio)pyrimidine), [OH-].[Na+] (NaOH), C(CC(O)(C(=O)O)CC(=O)O)(=O)O (citric acid). Solvent: O.CO (water MeOH). Reaction conditions: temperature 70 celsius, time 6 hour. Product: CSC1=NC=CC(=N1)C(C#N)C=O (2-(2-(methylthio)pyrimidin-4-yl)-3-oxopropanenitrile). Isolated yield 89.2%. RXN SMILES: [O:1]1[CH:5]=[C:4]([C:6]2[CH:11]=[CH:10][N:9]=[C:8]([S:12][CH3:13])[N:7]=2)[CH:3]=[N:2]1.[OH-].[Na+].C(O)(=O)CC(CC(O)=O)(C(O)=O)O>O.CO>[CH3:13][S:12][C:8]1[N:7]=[C:6]([CH:4]([CH:5]=[O:1])[C:3]#[N:2])[CH:11]=[CH:10][N:9]=1 |f:1.2,4.5|. Reported procedure: A mixture of 4-(isoxazol-4-yl)-2-(methylthio)pyrimidine (4) (112.0 g, 0.58 mol) and NaOH (23.2 g) in water/MeOH (350 mL/350 mL) was stirred at 70° C. for 6 h. The reaction mixture was allowed to cool to room temperature and adjusted to pH 3.5 with citric acid. The resulting precipitate was filtered, washed with water (500 mL×3) and ethyl ether (500 mL×3). Then the precipitate was dried in vacuum to give 2-(2-(methylthio)pyrimidin-4-yl)-3-oxopropanenitrile (5) (100 g, 89.3%) as a yellow solid. The reactants are C[Si](CCOCN(C1=C(C(=NC=2N1N=CC2C=2C=NC(=CC2)C2=CC=CC=C2)C2CCN(CC2)C(=O)OC(C)(C)C)Br)COCC[Si](C)(C)C)(C)C (tert-butyl 4-(7-(bis((2-(trimethylsilyl)ethoxy)methyl)amino)-6-bromo-3-(6-phenylpyridin-3-yl)pyrazolo[1,5-a]pyrimidin-5-yl)piperidine-1-carboxylate), C(CCC)[Sn](C(=C)OCC)(CCCC)CCCC (tributyl(1-ethoxyvinyl)stannane). Reagents/catalysts: C=1C=CC(=CC1)[P](C=2C=CC=CC2)(C=3C=CC=CC3)[Pd]([P](C=4C=CC=CC4)(C=5C=CC=CC5)C=6C=CC=CC6)([P](C=7C=CC=CC7)(C=8C=CC=CC8)C=9C=CC=CC9)[P](C=1C=CC=CC1)(C=1C=CC=CC1)C=1C=CC=CC1 (Pd(PPh3)4). The solvent is O1CCOCC1 (dioxane). Run at temperature 100 celsius. Yields the product NC1=C(C(=NC=2N1N=CC2C=2C=NC(=CC2)C2=CC=CC=C2)C2CCNCC2)C(C)=O (1-(7-amino-3-(6-phenylpyridin-3-yl)-5-(piperidin-4-yl)pyrazolo[1,5-a]pyrimidin-6-yl)ethanone). As a reaction SMILES: C[Si](C)(C)CCOC[N:7](COCC[Si](C)(C)C)[C:8]1[N:13]2[N:14]=[CH:15][C:16]([C:17]3[CH:18]=[N:19][C:20]([C:23]4[CH:28]=[CH:27][CH:26]=[CH:25][CH:24]=4)=[CH:21][CH:22]=3)=[C:12]2[N:11]=[C:10]([CH:29]2[CH2:34][CH2:33][N:32](C(OC(C)(C)C)=O)[CH2:31][CH2:30]2)[C:9]=1Br.C([Sn](CCCC)(CCCC)[C:58]([O:60]CC)=[CH2:59])CCC>O1CCOCC1.C1C=CC([P]([Pd]([P](C2C=CC=CC=2)(C2C=CC=CC=2)C2C=CC=CC=2)([P](C2C=CC=CC=2)(C2C=CC=CC=2)C2C=CC=CC=2)[P](C2C=CC=CC=2)(C2C=CC=CC=2)C2C=CC=CC=2)(C2C=CC=CC=2)C2C=CC=CC=2)=CC=1>[NH2:7][C:8]1[N:13]2[N:14]=[CH:15][C:16]([C:17]3[CH:18]=[N:19][C:20]([C:23]4[CH:28]=[CH:27][CH:26]=[CH:25][CH:24]=4)=[CH:21][CH:22]=3)=[C:12]2[N:11]=[C:10]([CH:29]2[CH2:34][CH2:33][NH:32][CH2:31][CH2:30]2)[C:9]=1[C:58](=[O:60])[CH3:59] |^1:80,82,101,120|. Procedure: A degassed mixture of tert-butyl 4-(7-(bis((2-(trimethylsilyl)ethoxy)methyl)amino)-6-bromo-3-(6-phenylpyridin-3-yl)pyrazolo[1,5-a]pyrimidin-5-yl)piperidine-1-carboxylate (Int-91,154 mg, 0.19 mmoL), Pd(PPh3)4 (22 mg, 0.019 mmoL), tributyl(1-ethoxyvinyl)stannane (103 mg, 0.28 mmoL) in dioxane (3 mL) was heated at 100° C. overnight. The reaction mixture was cooled to room temperature, filtered through 9:1 SiO2:KF plug and concentrated in vacuo. The crude tert-butyl 4-(7-(bis((2-(trimethylsilyl)etho... Reaction SMILES: [CH2:1]([CH2:2][CH2:3][CH2:4][CH:5]=[CH2:6])[NH:7][CH:8]([C:9]([CH3:10])([CH3:11])[CH3:12])[C:13](=[O:14])[O:15][CH3:16].[CH3:19][OH:20].[Li+:18].[OH-:17].[OH2:21]>>[CH2:1]([CH2:2][CH2:3][CH2:4][CH:5]=[CH2:6])[NH:7][CH:8]([C:9]([CH3:10])([CH3:11])[CH3:12])[C:13](=[O:14])[OH:15]. Reactants: C=CCCCCNC(C(=O)OC)C(C)(C)C, CO, [Li+], [OH-], O. Yields the product C=CCCCCNC(C(=O)O)C(C)(C)C. The reactants are N1C(=S)N=C(N)C=C1 (2-thiocytosine), [OH-].[Na+] (sodium hydroxide), ClCCCO (3-chloropropanol). The solvent is O (water). Yields the product NC1=NC(=NC=C1)SCCCO (4-amino-2-(3-hydroxypropylthio)pyrimidine). Yield: 117.0%. RXN SMILES: [NH:1]1[CH:8]=[CH:7][C:5]([NH2:6])=[N:4][C:2]1=[S:3].[OH-].[Na+].Cl[CH2:12][CH2:13][CH2:14][OH:15]>O>[NH2:6][C:5]1[CH:7]=[CH:8][N:1]=[C:2]([S:3][CH2:12][CH2:13][CH2:14][OH:15])[N:4]=1 |f:1.2|. Procedure: A mixture of 2-thiocytosine (0.88 g.), sodium hydroxide (0.32 g.), water (5 ml.) and 3-chloropropanol (0.8 g.) was heated at 90° for 1 hour and then cooled. The mixture was extracted with EtOAc and the extract dried and then evaporated to dryness to give 4-amino-2-(3-hydroxypropylthio)pyrimidine (1.5 g.) which was used without further purification.